Dataset: the Open Reaction Database (ORD), a public repository of structured organic reaction records. Task: describe an organic reaction: reactants, conditions, products, and yield The reactants are BrBr, CC(=O)O, CC1(C)CC(C)(C)c2cc(C(=O)O)ccc2O1. The product is CC1(C)CC(C)(C)c2cc(C(=O)O)cc(Br)c2O1. RXN SMILES: [Br:18][Br:19].[C:20]([OH:21])(=[O:22])[CH3:23].[CH3:1][C:2]1([CH3:17])[O:3][c:4]2[cH:5][cH:6][c:7]([C:14](=[O:15])[OH:16])[cH:8][c:9]2[C:10]([CH3:12])([CH3:13])[CH2:11]1>>[CH3:1][C:2]1([CH3:17])[O:3][c:4]2[c:5]([Br:18])[cH:6][c:7]([C:14](=[O:15])[OH:16])[cH:8][c:9]2[C:10]([CH3:12])([CH3:13])[CH2:11]1. The reactants are C/C(/C(=O)O)=C\C (α-methyl-crotonic acid), [OH-].[Na+] (sodium hydroxide), S([O-])(O)=O.[Na+] (Sodium bisulfite). Product: CC1S(OC(C1C)=O)(=O)=O (3,4-dimethyl-1,2-oxathiolane-5-one-2,2-dioxide). As a reaction SMILES: [CH3:1]/[C:2](=[CH:6]\[CH3:7])/[C:3]([OH:5])=[O:4].[OH-].[Na+].[S:10](=O)([OH:12])[O-:11].[Na+]>>[CH3:7][CH:6]1[CH:2]([CH3:1])[C:3](=[O:5])[O:4][S:10]1(=[O:12])=[O:11] |f:1.2,3.4|. Procedure details: 100 g. of α-methyl-crotonic acid is reacted with sodium hydroxide to neutralize the carboxyl group. Sodium bisulfite (104 g.) in aqueous solution is added and the reaction continued as described in earlier examples to obtain 3,4-dimethyl-1,2-oxathiolane-5-one-2,2-dioxide